This data is from the Open Reaction Database (ORD), a public repository of structured organic reaction records. The task is: describe an organic reaction: reactants, conditions, products, and yield Starting materials: BrC=1C=C(C=NC1)NC1=C(C(=NC2=CC(=CC(=C12)F)F)C1=NC=CC=C1)C (N-(5-bromo-3-pyridinyl)-5,7-difluoro-3-methyl-2-(2-pyridinyl)-4-quinolinamine), FC=1C(=CC(=NC1)OC)B(O)O (5-fluoro-2-methoxypyridin-4-ylboronic acid), C1(CCCCC1)P(C1(C(=C(C=CC1)OC)C1=CC=CC=C1)OC)C1CCCCC1 (2-dicyclohexylphosphino-2,6-dimethoxybiphenyl), COC=1C=CC=C(C1C=2C=CC=CC2P(C3CCCCC3)C4CCCCC4)OC (S-Phos), [O-]P(=O)([O-])[O-].[K+].[K+].[K+] (potassium phosphate tribasic). Reagents/catalysts: C(C)(=O)[O-].[Pd+2].C(C)(=O)[O-] (palladium(II) acetate). Run in CN(C)C=O (DMF), O (water). Reaction conditions: temperature 90 celsius, time 21.5 hour. Product: FC1=C2C(=C(C(=NC2=CC(=C1)F)C1=NC=CC=C1)C)NC=1C=C(C=NC1)C1=CC(=NC=C1F)OC (N-(5,7-difluoro-3-methyl-2-(2-pyridinyl)-4-quinolinyl)-5′-fluoro-2′-methoxy-3,4′-bipyridin-5-amine). Reaction SMILES: Br[C:2]1[CH:3]=[C:4]([NH:8][C:9]2[C:18]3[C:13](=[CH:14][C:15]([F:20])=[CH:16][C:17]=3[F:19])[N:12]=[C:11]([C:21]3[CH:26]=[CH:25][CH:24]=[CH:23][N:22]=3)[C:10]=2[CH3:27])[CH:5]=[N:6][CH:7]=1.[F:28][C:29]1[C:30](B(O)O)=[CH:31][C:32]([O:35][CH3:36])=[N:33][CH:34]=1.C1(P(C2CCCCC2)C2(OC)CC=CC(OC)=C2C2C=CC=CC=2)CCCCC1.COC1C=CC=C(OC)C=1C1C=CC=CC=1P(C1CCCCC1)C1CCCCC1.[O-]P([O-])([O-])=O.[K+].[K+].[K+]>CN(C=O)C.O.C([O-])(=O)C.[Pd+2].C([O-])(=O)C>[F:19][C:17]1[CH:16]=[C:15]([F:20])[CH:14]=[C:13]2[C:18]=1[C:9]([NH:8][C:4]1[CH:3]=[C:2]([C:30]3[C:29]([F:28])=[CH:34][N:33]=[C:32]([O:35][CH3:36])[CH:31]=3)[CH:7]=[N:6][CH:5]=1)=[C:10]([CH3:27])[C:11]([C:21]1[CH:26]=[CH:25][CH:24]=[CH:23][N:22]=1)=[N:12]2 |f:4.5.6.7,10.11.12|. Procedure details: A mixture of N-(5-bromo-3-pyridinyl)-5,7-difluoro-3-methyl-2-(2-pyridinyl)-4-quinolinamine (28.1 mg, 0.066 mmol), 5-fluoro-2-methoxypyridin-4-ylboronic acid (commercially available from Asymchem) (17.7 mg, 0.104 mmol), 2-dicyclohexylphosphino-2,6-dimethoxybiphenyl, (S-Phos) (5.9 mg, 0.014 mmol), palladium(II) acetate (5.1 mg, 7.57 μmol), and potassium phosphate tribasic (45.1 mg, 0.21 mmol) in DMF (1.0 mL) and water (0.05 mL) was degassed by nitrogen. The mixture was heated to 90° C. After 21.5 ... The reactants are C(C)(=O)OCC (Ethyl acetate), [H-].[Na+] (Sodium hydride), C(=O)OCC (Ethyl formate). The solvent is C(C)(C)OC(C)C (isopropyl ether). Reaction conditions: temperature 45 celsius, time 8 hour. Yields the product C(C)OC(\C=C/[O-])=O.[Na+] (Sodium (1Z)-3-ethoxy-3-oxoprop-1-en-1-olate). Reaction SMILES: [H-].[Na+:2].[C:3]([O:6][CH2:7][CH3:8])(=[O:5])[CH3:4].[CH:9](OCC)=[O:10]>C(OC(C)C)(C)C>[CH2:7]([O:6][C:3](=[O:5])/[CH:4]=[CH:9]\[O-:10])[CH3:8].[Na+:2] |f:0.1,5.6|. Procedure: Sodium hydride (21.79 g, 545 mmol) was suspended in isopropyl ether (378 mL) in a 3-neck flask equipped with a thermometer adapter, addition funnel and a capped neck. Ethyl acetate (44.4 mL, 454 mmol) was added slowly via syringe through the capped neck. An internal temperature of 45° C. was maintained. Ethyl formate (78 mL, 962 mmol) was added via the addition funnel slowly, maintaining the temperature at 42° C. The reaction was allowed to stir overnight, at which point solid had crashed out. T... Reactants: [N+](=O)([O-])C1=C(C=C2CCCC2=C1)O (6-nitroindan-5-ol), sodium hydride paraffin, O (water), COCCl (methoxymethyl chloride). The solvent is CN(C)C=O (DMF), CN(C)C=O (DMF). Run at temperature 5 celsius, time 15 minute. The product is COCOC=1C=C2CCCC2=CC1[N+](=O)[O-] (5-(methoxymethoxy)-6-nitroindane). Reaction SMILES: [N+:1]([C:4]1[CH:12]=[C:11]2[C:7]([CH2:8][CH2:9][CH2:10]2)=[CH:6][C:5]=1[OH:13])([O-:3])=[O:2].[CH3:14][O:15][CH2:16]Cl.O>CN(C=O)C>[CH3:14][O:15][CH2:16][O:13][C:5]1[CH:6]=[C:7]2[C:11](=[CH:12][C:4]=1[N+:1]([O-:3])=[O:2])[CH2:10][CH2:9][CH2:8]2. Procedure: 1.04 g of 55% sodium hydride/paraffin oil was suspended in 40.0 mL of DMF, and a solution of 3.90 g of 6-nitroindan-5-ol in DMF (10.0 mL) was added dropwise thereto at 5° C. over 15 minutes, followed by stirring at 5° C. for 30 minutes. To the reaction liquid was added dropwise 2.15 mL of methoxymethyl chloride over 5 minutes, followed by stirring at room temperature for 1 hour. To the reaction liquid was added water, followed by extraction with ethyl acetate, and the organic layer was washed wi... Reactants: COC(=O)c1c(C)sc2cc(Oc3ccnc4cc(-c5nccn5C)sc34)ccc12, [Li+], [OH-], O. Product: Cc1sc2cc(Oc3ccnc4cc(-c5nccn5C)sc34)ccc2c1C(=O)O. RXN SMILES: [CH3:1][c:2]1[c:3]([C:27](=[O:28])[O:29][CH3:30])[c:4]2[c:5]([s:6]1)[cH:7][c:8]([O:11][c:12]1[c:13]3[c:14]([n:15][cH:16][cH:17]1)[cH:18][c:19](-[c:21]1[n:22]([CH3:26])[cH:23][cH:24][n:25]1)[s:20]3)[cH:9][cH:10]2.[Li+:32].[OH-:31].[OH2:33]>>[CH3:1][c:2]1[c:3]([C:27](=[O:28])[OH:29])[c:4]2[c:5]([s:6]1)[cH:7][c:8]([O:11][c:12]1[c:13]3[c:14]([n:15][cH:16][cH:17]1)[cH:18][c:19](-[c:21]1[n:22]([CH3:26])[cH:23][cH:24][n:25]1)[s:20]3)[cH:9][cH:10]2. As a reaction SMILES: [CH3:45][CH2:46][O:47][C:48](=[O:49])[CH3:50].[K+:52].[NH2:1][S:2](=[O:3])(=[O:4])[c:5]1[c:6]([NH:11][C:12](=[O:13])[C:14]2=[C:15]([OH:31])[c:16]3[cH:17][cH:18][cH:19][cH:20][c:21]3[C:22]([CH2:25][CH2:26][CH3:27])([CH2:28][CH2:29][CH3:30])[C:23]2=[O:24])[cH:7][cH:8][cH:9][cH:10]1.[OH-:51].[OH:32][C:33]([CH2:34][C:35]([C:36](=[O:37])[OH:38])([CH2:39][C:40](=[O:41])[OH:42])[OH:43])=[O:44]>>[N:1]1=[C:12]([C:14]2=[C:15]([OH:31])[c:16]3[cH:17][cH:18][cH:19][cH:20][c:21]3[C:22]([CH2:25][CH2:26][CH3:27])([CH2:28][CH2:29][CH3:30])[C:23]2=[O:24])[NH:11][c:6]2[c:5]([cH:10][cH:9][cH:8][cH:7]2)[S:2]1(=[O:3])=[O:4]. The product is CCCC1(CCC)C(=O)C(C2=NS(=O)(=O)c3ccccc3N2)=C(O)c2ccccc21. Starting materials: CCOC(C)=O, [K+], CCCC1(CCC)C(=O)C(C(=O)Nc2ccccc2S(N)(=O)=O)=C(O)c2ccccc21, [OH-], O=C(O)CC(O)(CC(=O)O)C(=O)O. Starting materials: CN(C)C=O, ClCc1ccc(Oc2ccccc2)cc1, [H-], [Na+], Nc1ncccc1-c1cn[nH]c1. Yields the product Nc1ncccc1-c1cnn(Cc2ccc(Oc3ccccc3)cc2)c1. RXN SMILES: [CH3:30][N:31]([CH3:32])[CH:33]=[O:34].[Cl:15][CH2:16][c:17]1[cH:18][cH:19][c:20]([O:23][c:24]2[cH:25][cH:26][cH:27][cH:28][cH:29]2)[cH:21][cH:22]1.[H-:13].[Na+:14].[nH:1]1[n:2][cH:3][c:4](-[c:6]2[c:7]([NH2:12])[n:8][cH:9][cH:10][cH:11]2)[cH:5]1>>[n:1]1([CH2:16][c:17]2[cH:18][cH:19][c:20]([O:23][c:24]3[cH:25][cH:26][cH:27][cH:28][cH:29]3)[cH:21][cH:22]2)[n:2][cH:3][c:4](-[c:6]2[c:7]([NH2:12])[n:8][cH:9][cH:10][cH:11]2)[cH:5]1. The product is CC(C)c1ccc(COC(=O)N2CCCC(c3cccc(OC(C)(C)C(=O)O)c3)C2)cc1. Starting materials: O=C([O-])[O-], CO, CCOC(=O)C(C)(C)Oc1cccc(C2CCCN(C(=O)OCc3ccc(C(C)C)cc3)C2)c1, [K+], [K+], O. As a reaction SMILES: [C:35](=[O:36])([O-:37])[O-:38].[CH3:41][OH:42].[CH:1]([CH3:2])([CH3:3])[c:4]1[cH:5][cH:6][c:7]([CH2:8][O:9][C:10](=[O:11])[N:12]2[CH2:13][CH:14]([c:18]3[cH:19][c:20]([O:24][C:25]([CH3:26])([CH3:27])[C:28](=[O:29])[O:30][CH2:31][CH3:32])[cH:21][cH:22][cH:23]3)[CH2:15][CH2:16][CH2:17]2)[cH:33][cH:34]1.[K+:39].[K+:40].[OH2:43]>>[CH:1]([CH3:2])([CH3:3])[c:4]1[cH:5][cH:6][c:7]([CH2:8][O:9][C:10](=[O:11])[N:12]2[CH2:13][CH:14]([c:18]3[cH:19][c:20]([O:24][C:25]([CH3:26])([CH3:27])[C:28](=[O:29])[OH:30])[cH:21][cH:22][cH:23]3)[CH2:15][CH2:16][CH2:17]2)[cH:33][cH:34]1.